Dataset: the Open Reaction Database (ORD), a public repository of structured organic reaction records. Task: describe an organic reaction: reactants, conditions, products, and yield Reactants: C1CCOC1, CI, O=C1CCCc2[nH]c3c(F)cccc3c21, [H-], [Na+]. The product is Cn1c2c(c3cccc(F)c31)C(=O)CCC2. RXN SMILES: [CH2:20]1[O:21][CH2:22][CH2:23][CH2:24]1.[CH3:18][I:19].[F:3][c:4]1[cH:5][cH:6][cH:7][c:8]2[c:9]3[c:14]([nH:15][c:16]12)[CH2:13][CH2:12][CH2:11][C:10]3=[O:17].[H-:1].[Na+:2]>>[F:3][c:4]1[cH:5][cH:6][cH:7][c:8]2[c:9]3[c:14]([n:15]([CH3:18])[c:16]12)[CH2:13][CH2:12][CH2:11][C:10]3=[O:17]. Procedure details: To a solution of methyl 4-bromo-2-hydroxybenzoate (3.0 g) in DMF (50.0 mL) were added tributylvinyltin (6.18 g), bis(triphenylphosphine)palladium(II) chloride (0.46 g) and lithium chloride (4.07 g), and the mixture was stirred at 90° C. for 2 hr under argon atmosphere. To the reaction mixture was added aqueous potassium fluoride solution, and the precipitated insoluble substance was removed by filtration through Celite. The filtrate was diluted with ethyl acetate, and the mixture was washed with... Run at temperature 90 celsius, time 2 hour. RXN SMILES: Br[C:2]1[CH:11]=[CH:10][C:5]([C:6]([O:8][CH3:9])=[O:7])=[C:4]([OH:12])[CH:3]=1.[CH2:13](C([Sn])=C(CCCC)CCCC)[CH2:14]CC.[Cl-].[Li+].[F-].[K+]>CN(C=O)C.Cl[Pd](Cl)([P](C1C=CC=CC=1)(C1C=CC=CC=1)C1C=CC=CC=1)[P](C1C=CC=CC=1)(C1C=CC=CC=1)C1C=CC=CC=1>[OH:12][C:4]1[CH:3]=[C:2]([CH:13]=[CH2:14])[CH:11]=[CH:10][C:5]=1[C:6]([O:8][CH3:9])=[O:7] |f:2.3,4.5,^1:14,39,58|. Reagents/catalysts: Cl[Pd]([P](C1=CC=CC=C1)(C2=CC=CC=C2)C3=CC=CC=C3)([P](C4=CC=CC=C4)(C5=CC=CC=C5)C6=CC=CC=C6)Cl (bis(triphenylphosphine)palladium(II) chloride). Run in CN(C)C=O (DMF). Product: OC1=C(C(=O)OC)C=CC(=C1)C=C (methyl 2-hydroxy-4-vinylbenzoate). Starting materials: [F-].[K+] (potassium fluoride), BrC1=CC(=C(C(=O)OC)C=C1)O (methyl 4-bromo-2-hydroxybenzoate), C(CCC)C(=C(CCCC)CCCC)[Sn] (tributylvinyltin), [Cl-].[Li+] (lithium chloride). Starting materials: ClC=1C(=NC=C(C1)Cl)N1N=C(C=C1C=1OC=CC1)C(F)(F)F (3,5-dichloro-2-(5-(furan-2-yl)-3-(trifluoromethyl)-1H-pyrazol-1-yl)pyridine), CC(=O)C (acetone), [Mn](=O)(=O)(=O)[O-].[K+] (potassium permanganate). The solvent is O (water). Conditions: temperature 65 celsius. Product: ClC=1C(=NC=C(C1)Cl)N1N=C(C=C1C(=O)O)C(F)(F)F (1-(3,5-dichloropyridin-2-yl)-3-(trifluoromethyl)-1H-pyrazole-5-carboxylic acid). Yield: 58.0%. Reaction SMILES: [Cl:1][C:2]1[C:3]([N:9]2[C:13]([C:14]3[O:15]C=CC=3)=[CH:12][C:11]([C:19]([F:22])([F:21])[F:20])=[N:10]2)=[N:4][CH:5]=[C:6]([Cl:8])[CH:7]=1.CC(C)=[O:25].[Mn]([O-])(=O)(=O)=O.[K+]>O>[Cl:1][C:2]1[C:3]([N:9]2[C:13]([C:14]([OH:15])=[O:25])=[CH:12][C:11]([C:19]([F:22])([F:21])[F:20])=[N:10]2)=[N:4][CH:5]=[C:6]([Cl:8])[CH:7]=1 |f:2.3|. Reported procedure: To a 100 mL flask, 3,5-dichloro-2-(5-(furan-2-yl)-3-(trifluoromethyl)-1H-pyrazol-1-yl)pyridine (1.47 g, 4.22 mmol), acetone (10 mL) and a solution (10 mL) of potassium permanganate (3.33 g, 21.1 mmol) in water were added. The reaction mixture was heated to 65° C. for 4 hours and cooled to room temperature, then isolated via filtration, a cake is obtained. The cake was washed with hot solution of potassium hydroxide. To the filtrate was added ethyl acetate (80 mL), water (100 mL) and partitioned.... The reactants are C(C)C1=CC(=NC(=N1)Cl)O (6-ethyl-2-chloro-4-hydroxypyrimidine), CC1NCCC2=CC=CC=C12 (1-methyl-1,2,3,4-tetrahydroisoquinoline). Product: C(C)C1=CC(=NC(=N1)N1C(C2=CC=CC=C2CC1)C)O (6-Ethyl-2-(1-methyl-1,2,3,4-tetrahydroisoquinolin-2-yl)-4-hydroxypyrimidine). Yield: 80.2%. As a reaction SMILES: [CH2:1]([C:3]1[N:8]=[C:7](Cl)[N:6]=[C:5]([OH:10])[CH:4]=1)[CH3:2].[CH3:11][CH:12]1[C:21]2[C:16](=[CH:17][CH:18]=[CH:19][CH:20]=2)[CH2:15][CH2:14][NH:13]1>>[CH2:1]([C:3]1[N:8]=[C:7]([N:13]2[CH2:14][CH2:15][C:16]3[C:21](=[CH:20][CH:19]=[CH:18][CH:17]=3)[CH:12]2[CH3:11])[N:6]=[C:5]([OH:10])[CH:4]=1)[CH3:2]. Procedure: In accordance with the same procedure as in Step 2 of Example 57, except that 6-ethyl-2-chloro-4-hydroxypyrimidine (7.0 g, 37.5 mmol) prepared in the above Step 1 and 1-methyl-1,2,3,4-tetrahydroisoquinoline(11.04 g, 75 mmol) were used as starting materials, 8.1 g of the titled compound was prepared. (Yield: 80%) The reactants are NS(=O)(=O)c1cc(Cl)ccc1Cl, [Na], CN(C)C=O, S. Product: NS(=O)(=O)c1cc(Cl)ccc1S. Reaction SMILES: [Cl:1][c:2]1[c:3]([S:9](=[O:10])(=[O:11])[NH2:12])[cH:4][c:5]([Cl:8])[cH:6][cH:7]1.[Na:14].[O:15]=[CH:16][N:17]([CH3:18])[CH3:19].[SH2:13]>>[c:2]1([SH:13])[c:3]([S:9](=[O:10])(=[O:11])[NH2:12])[cH:4][c:5]([Cl:8])[cH:6][cH:7]1. As a reaction SMILES: [CH3:1][C@H:2]1[O:7][C@@H:6]([O:8][C@H:9]2[C:18]3[C:13](=[C:14]([OH:28])[C:15]([C:20]([NH:22][C@@H:23]([C:25]([OH:27])=[O:26])[CH3:24])=[O:21])=[C:16]([CH3:19])[CH:17]=3)[C:12]3[C:29]([OH:46])=[C:30]4[C:41](=[O:42])[C:40]5[C:35](=[C:36]([OH:45])[CH:37]=[C:38]([O:43][CH3:44])[CH:39]=5)[C:33](=[O:34])[C:31]4=[CH:32][C:11]=3[C@@H:10]2[OH:47])[C@H:5]([OH:48])[C@@H:4]([O:49][C@@H:50]2[O:55][CH2:54][C@@H:53]([OH:56])[C@H:52]([OH:57])[C@H:51]2[OH:58])[C@H:3]1[NH2:59].Cl.Cl>O>[CH3:1][C@H:2]1[O:7][C@@H:6]([O:8][C@H:9]2[C:18]3[C:13](=[C:14]([OH:28])[C:15]([C:20]([NH:22][CH:23]([C:25]([OH:27])=[O:26])[CH3:24])=[O:21])=[C:16]([CH3:19])[CH:17]=3)[C:12]3[C:29]([OH:46])=[C:30]4[C:41](=[O:42])[C:40]5[C:35](=[C:36]([OH:45])[CH:37]=[C:38]([O:43][CH3:44])[CH:39]=5)[C:33](=[O:34])[C:31]4=[CH:32][C:11]=3[C@@H:10]2[OH:47])[C@H:5]([OH:48])[C@@H:4]([O:49][C@@H:50]2[O:55][CH2:54][C@@H:53]([OH:56])[C@H:52]([OH:57])[C@H:51]2[OH:58])[C@H:3]1[NH2:59] |f:0.1|. Procedure details: Benanomicin B hydrochloride (130 mg) was dissolved in 10 ml of water, followed by addition of 10 ml of concentrated hydrochloric acid. The resultant mixture was sealed in a glass tube. After effecting the hydrolysis reaction at 110° C. for 12 hours, the resultant precipitate was collected by filtration. The precipitate was extracted three times with 10 ml of dioxane, so that 47.5 mg of benanomicinone (aglycone of benanomicin B) was obtained. The residue which remained after the extraction was pu... The reactants are Cl (hydrochloric acid), C[C@@H]1[C@@H]([C@@H]([C@H]([C@@H](O1)O[C@@H]2[C@H](C3=C(C4=C(C(=C(C=C24)C)C(=O)N[C@H](C)C(=O)O)O)C(=C5C(=C3)C(=O)C6=C(C=C(C=C6C5=O)OC)O)O)O)O)O[C@H]7[C@@H]([C@H]([C@@H](CO7)O)O)O)N.Cl (Benanomicin B hydrochloride), resultant mixture. Product: C[C@@H]1[C@@H]([C@@H]([C@H]([C@@H](O1)O[C@@H]2[C@H](C3=C(C4=C(C(=C(C=C24)C)C(=O)NC(C)C(=O)O)O)C(=C5C(=C3)C(=O)C6=C(C=C(C=C6C5=O)OC)O)O)O)O)O[C@H]7[C@@H]([C@H]([C@@H](CO7)O)O)O)N (benanomicin B). The solvent is O (water). Reactants: CC#N, CC(N)C(Cc1ccc(Cl)cc1)c1ccccc1, Cl, [Li+], [OH-], O, O. The product is O=C(O)C(Cc1ccc(Cl)cc1)c1ccccc1. As a reaction SMILES: [CH3:23][C:24]#[N:25].[Cl:2][c:3]1[cH:4][cH:5][c:6]([CH2:9][CH:10]([CH:11]([NH2:12])[CH3:13])[c:14]2[cH:15][cH:16][cH:17][cH:18][cH:19]2)[cH:7][cH:8]1.[ClH:1].[Li+:22].[OH-:21].[OH2:20].[OH2:26]>>[Cl:2][c:3]1[cH:4][cH:5][c:6]([CH2:9][CH:10]([C:11](=[O:20])[OH:21])[c:14]2[cH:15][cH:16][cH:17][cH:18][cH:19]2)[cH:7][cH:8]1. The reactants are COC1=C(C=CC(=C1OC)OC)CC(=O)O (2,3,4-trimethoxyphenylacetic acid), N1(CCNCC1)C(=S)SC (methyl 1-piperazinecarbodithioate), C1(CCCCC1)N=C=NC1CCCCC1 (dicyclohexylcarbodiimide). Solvent: C(Cl)Cl (methylene chloride). Reaction conditions: time 1 hour. Product: COC1=C(C=CC(=C1OC)OC)CC(=O)N1CCN(CC1)C(=S)SC (Methyl 4-(2,3,4-trimethoxyphenylacetyl)-1-piperazinecarbodithioate). Isolated yield 48.8%. As a reaction SMILES: [CH3:1][O:2][C:3]1[C:8]([O:9][CH3:10])=[C:7]([O:11][CH3:12])[CH:6]=[CH:5][C:4]=1[CH2:13][C:14]([OH:16])=O.[N:17]1([C:23]([S:25][CH3:26])=[S:24])[CH2:22][CH2:21][NH:20][CH2:19][CH2:18]1.C1(N=C=NC2CCCCC2)CCCCC1>C(Cl)Cl>[CH3:1][O:2][C:3]1[C:8]([O:9][CH3:10])=[C:7]([O:11][CH3:12])[CH:6]=[CH:5][C:4]=1[CH2:13][C:14]([N:20]1[CH2:21][CH2:22][N:17]([C:23]([S:25][CH3:26])=[S:24])[CH2:18][CH2:19]1)=[O:16]. Procedure details: In 6.2 ml of methylene chloride were dissolved 310 mg (1.37 mmol.) of 2,3,4-trimethoxyphenylacetic acid and 289 mg (1.64 mmol.) of methyl 1-piperazinecarbodithioate. To the solution was added 395 mg (1.92 mmol.) of dicyclohexylcarbodiimide. The mixture was stirred at room temperature for 1 hour. A precipitated solid was removed by filtration, and to the filtrate were added methylene chloride and 1-N hydrochloric acid. The organic solvent portion was taken out, washed with a saturated aqueous sod... Reactants: C([O-])([O-])=O.[K+].[K+] (potassium carbonate), BrC1=C(C(=C(C=C1)NC(C)=O)C)C(F)(F)F (N-[4-bromo-2-methyl-3-(trifluoromethyl)phenyl]acetamide), C(C)O (ethanol), Cl (hydrochloric acid). Solvent: O (water), C(C)(=O)OCC (ethyl acetate). Run at temperature 100 celsius, time 4 hour. Product: BrC1=C(C(=C(N)C=C1)C)C(F)(F)F (4-bromo-2-methyl-3-(trifluoromethyl) aniline). Yield: 89.4%. RXN SMILES: [Br:1][C:2]1[CH:7]=[CH:6][C:5]([NH:8]C(=O)C)=[C:4]([CH3:12])[C:3]=1[C:13]([F:16])([F:15])[F:14].C(O)C.Cl.C(=O)([O-])[O-].[K+].[K+]>O.C(OCC)(=O)C>[Br:1][C:2]1[CH:7]=[CH:6][C:5]([NH2:8])=[C:4]([CH3:12])[C:3]=1[C:13]([F:14])([F:15])[F:16] |f:3.4.5|. Procedure: To a mixture of N-[4-bromo-2-methyl-3-(trifluoromethyl)phenyl]acetamide (9.0 g) and ethanol (40 mL) was added concentrated hydrochloric acid (40 mL) at room temperature. The reaction mixture was stirred at 100° C. for 4 hours. The reaction mixture was left to be cooled to room temperature, and ethyl acetate and water were added thereto, followed by alkalification with potassium carbonate. Then, a liquid-separation operation was carried out, and the organic layer was washed with saturated brine, ... Starting materials: CC(C)=O, CCO, C=CC(C)=O, Nc1cc(C(=O)O)cc(S(N)(=O)=O)c1Oc1ccccc1. Product: CC(=O)CCNc1cc(C(=O)O)cc(S(N)(=O)=O)c1Oc1ccccc1. As a reaction SMILES: [CH3:27][C:28](=[O:29])[CH3:30].[CH3:31][CH2:32][OH:33].[CH:22](=[CH2:23])[C:24](=[O:25])[CH3:26].[NH2:1][c:2]1[cH:3][c:4]([C:5](=[O:6])[OH:7])[cH:8][c:9]([S:18]([NH2:19])(=[O:20])=[O:21])[c:10]1[O:11][c:12]1[cH:13][cH:14][cH:15][cH:16][cH:17]1>>[NH:1]([c:2]1[cH:3][c:4]([C:5](=[O:6])[OH:7])[cH:8][c:9]([S:18]([NH2:19])(=[O:20])=[O:21])[c:10]1[O:11][c:12]1[cH:13][cH:14][cH:15][cH:16][cH:17]1)[CH2:23][CH2:22][C:24](=[O:25])[CH3:26].